Dataset: the Open Reaction Database (ORD), a public repository of structured organic reaction records. Task: describe an organic reaction: reactants, conditions, products, and yield The reactants are C(C)N1N=CC=2C1=NC(=C(C2NC2CCOCC2)CNC(=O)C=2C=C(C(=O)OC)C=CC2)CC (methyl 3-[({[1,6-diethyl-4-(tetrahydro-2H-pyran-4-ylamino)-1H-pyrazolo[3,4-b]pyridin-5-yl]methyl}amino)carbonyl]benzoate), [Li+].[OH-] (LiOH). Run in CO (MeOH), O (H2O). Run at temperature 80 celsius. Product: C(C)N1N=CC=2C1=NC(=C(C2NC2CCOCC2)CNC(=O)C=2C=C(C(=O)O)C=CC2)CC (3-[({[1,6-Diethyl-4-(tetrahydro-2H-pyran-4-ylamino)-1H-pyrazolo[3,4-b]pyridin-5-yl]methyl}amino)carbonyl]benzoic Acid). Yield: 85.0%. Reaction SMILES: [CH2:1]([N:3]1[C:7]2=[N:8][C:9]([CH2:33][CH3:34])=[C:10]([CH2:19][NH:20][C:21]([C:23]3[CH:24]=[C:25]([CH:30]=[CH:31][CH:32]=3)[C:26]([O:28]C)=[O:27])=[O:22])[C:11]([NH:12][CH:13]3[CH2:18][CH2:17][O:16][CH2:15][CH2:14]3)=[C:6]2[CH:5]=[N:4]1)[CH3:2].[Li+].[OH-]>CO.O>[CH2:1]([N:3]1[C:7]2=[N:8][C:9]([CH2:33][CH3:34])=[C:10]([CH2:19][NH:20][C:21]([C:23]3[CH:24]=[C:25]([CH:30]=[CH:31][CH:32]=3)[C:26]([OH:28])=[O:27])=[O:22])[C:11]([NH:12][CH:13]3[CH2:18][CH2:17][O:16][CH2:15][CH2:14]3)=[C:6]2[CH:5]=[N:4]1)[CH3:2] |f:1.2|. Procedure details: To a solution of methyl 3-[({[1,6-diethyl-4-(tetrahydro-2H-pyran-4-ylamino)-1H-pyrazolo[3,4-b]pyridin-5-yl]methyl}amino)carbonyl]benzoate (705 mg, 1.514 mmol) in MeOH (4.5 mL) and H2O (2.250 mL) was added LiOH (181 mg, 7.57 mmol). This mixture was heated in a microwave at 80° C. for 30 min. The reaction mixture was concentrated, acidified with HCl to ph ˜5, filtered, and washed with MeOH/H2O (20%) to afford 0.5813 g (85%) of the title compound. LC-MS m/z 452 (M+H)+. The reactants are COC1=CC=CC=2C3=C(NC12)CCN(C3)C (6-methoxy-2-methyl-2,3,4,5-tetrahydro-1H-pyrido[4,3-b]indole), [H-].[Na+] (sodium hydride), ice water, CC1(OC1)C1=CC=NC=C1 (4-(2-methyl-oxiranyl)-pyridine). Solvent: CN(C)C=O (DMF). Reaction conditions: time 10 minute. Yields the product COC1=CC=CC=2C3=C(N(C12)CC(C)(O)C1=CC=NC=C1)CCN(C3)C (1-(6-methoxy-2-methyl-3,4-dihydro-1H-pyrido[4,3-b]indol-5(2H)-yl)-2-(pyridin-4-yl)propan-2-ol). Reaction SMILES: [CH3:1][O:2][C:3]1[C:11]2[NH:10][C:9]3[CH2:12][CH2:13][N:14]([CH3:16])[CH2:15][C:8]=3[C:7]=2[CH:6]=[CH:5][CH:4]=1.[H-].[Na+].[CH3:19][C:20]1([C:23]2[CH:28]=[CH:27][N:26]=[CH:25][CH:24]=2)[CH2:22][O:21]1>CN(C=O)C>[CH3:1][O:2][C:3]1[C:11]2[N:10]([CH2:19][C:20]([C:23]3[CH:28]=[CH:27][N:26]=[CH:25][CH:24]=3)([OH:21])[CH3:22])[C:9]3[CH2:12][CH2:13][N:14]([CH3:16])[CH2:15][C:8]=3[C:7]=2[CH:6]=[CH:5][CH:4]=1 |f:1.2|. Procedure details: To a stirred solution of 6-methoxy-2-methyl-2,3,4,5-tetrahydro-1H-pyrido[4,3-b]indole (500 mg, 2.3 mmol) in DMF (10 mL) was added sodium hydride (276 mg, 6.9 mmol) and stirred for 10 min at RT, followed by addition of 4-(2-methyl-oxiranyl)-pyridine (468 mg, 3.4 mmol) and stirring continued for another 16 h. The reaction mixture was poured into ice water and extracted with EtOAc. The organic layer was washed with water, dried over sodium sulfate and concentrated to afford crude material, which wa... Starting materials: CC[SiH](CC)CC, ClC(Cl)Cl, COC=C1CCN(CC=Cc2ccc(Cl)cc2)CC1C, NNc1ccc(Cl)cc1, ClCCl, Cl, [NH4+], [OH-], O=C(O)C(F)(F)F. Product: CC1CN(CC=Cc2ccc(Cl)cc2)CCC12CNc1ccc(Cl)cc12. RXN SMILES: [CH2:38]([SiH:39]([CH2:40][CH3:41])[CH2:42][CH3:43])[CH3:44].[CH:47]([Cl:48])([Cl:49])[Cl:50].[Cl:1][c:2]1[cH:3][cH:4][c:5]([CH:6]=[CH:7][CH2:8][N:9]2[CH2:10][CH:11]([CH3:18])[C:12](=[CH:15][O:16][CH3:17])[CH2:13][CH2:14]2)[cH:19][cH:20]1.[Cl:22][c:23]1[cH:24][cH:25][c:26]([NH:29][NH2:30])[cH:27][cH:28]1.[Cl:51][CH2:52][Cl:53].[ClH:21].[NH4+:45].[OH-:46].[OH:31][C:32]([C:33]([F:34])([F:35])[F:36])=[O:37]>>[Cl:1][c:2]1[cH:3][cH:4][c:5]([CH:6]=[CH:7][CH2:8][N:9]2[CH2:10][CH:11]([CH3:18])[C:12]3([CH2:13][CH2:14]2)[CH2:15][NH:29][c:26]2[cH:25][cH:24][c:23]([Cl:22])[cH:28][c:27]23)[cH:19][cH:20]1. Run in O1CCCC1 (tetrahydrofuran). The reactants are C(C=C)Cl (allyl chloride), C[Si](C)(C)C#N (trimethylsilylcyanide), ClC1=CC=C(C=N1)C=C(C#N)C#N (((6-Chloro-3-pyridyl)methylidene)malononitrile). Reaction SMILES: [Cl:1][C:2]1[N:7]=[CH:6][C:5]([CH:8]=[C:9]([C:12]#[N:13])[C:10]#[N:11])=[CH:4][CH:3]=1.[CH2:14](Cl)[CH:15]=[CH2:16].C[Si]([C:22]#[N:23])(C)C>C1(P(C2C=CC=CC=2)[C-]2C=CC=C2)C=CC=CC=1.[C-]1(P(C2C=CC=CC=2)C2C=CC=CC=2)C=CC=C1.[Fe+2].O1CCCC1>[Cl:1][C:2]1[N:7]=[CH:6][C:5]([CH:8]([C:22]#[N:23])[C:9]([C:12]#[N:13])([C:10]#[N:11])[CH2:14][CH:15]=[CH2:16])=[CH:4][CH:3]=1 |f:3.4.5|. Reagents/catalysts: C1(=CC=CC=C1)P([C-]1C=CC=C1)C1=CC=CC=C1.[C-]1(C=CC=C1)P(C1=CC=CC=C1)C1=CC=CC=C1.[Fe+2] (1,1′-bis(diphenylphosphino)ferrocene). Yield: 70.9%. Yields the product ClC1=CC=C(C=N1)C(C(CC=C)(C#N)C#N)C#N (1-(6-Chloro-3-pyridyl)-1,2,2-tricyano-4-pentene). Conditions: temperature 75 celsius. Procedure: To tetrahydrofuran (13 ml) were added ((6-Chloro-3-pyridyl)methylidene)malononitrile (0.50 g), tris(dibenzylideneacetone)dipalladium chloroform complex (70 mg) and 1,1′-bis(diphenylphosphino)ferrocene (0.15 g) under nitrogen atmosphere, and then allyl chloride (0.41 g) and trimethylsilylcyanide (0.53 g) were added thereto. The solution was stirred at 75° C. for a day. Then the reaction mixture was filtered through silica gel, and concentrated. The residue was subjected to silica gel column chrom... Starting materials: [Br-], CCOC(=O)CBr, O=C([O-])[O-], CCCC[N+](CCCC)(CCCC)CCCC, CC#N, [Na+], [Na+], CCCCC1(CCCC)CN(c2ccc(Cl)cc2)c2cc(SC)c(O)cc2S(=O)(=O)C1. Yields the product CCCCC1(CCCC)CN(c2ccc(Cl)cc2)c2cc(SC)c(OCC(=O)OCC)cc2S(=O)(=O)C1. As a reaction SMILES: [Br-:45].[Br:1][CH2:2][C:3](=[O:4])[O:5][CH2:6][CH3:7].[C:39](=[O:40])([O-:41])[O-:42].[CH3:46][CH2:47][CH2:48][CH2:49][N+:50]([CH2:51][CH2:52][CH2:53][CH3:54])([CH2:55][CH2:56][CH2:57][CH3:58])[CH2:59][CH2:60][CH2:61][CH3:62].[CH3:63][C:64]#[N:65].[Na+:43].[Na+:44].[O:8]=[S:9]1(=[O:38])[CH2:10][C:11]([CH2:30][CH2:31][CH2:32][CH3:33])([CH2:34][CH2:35][CH2:36][CH3:37])[CH2:12][N:13]([c:23]2[cH:24][cH:25][c:26]([Cl:29])[cH:27][cH:28]2)[c:14]2[c:15]1[cH:16][c:17]([OH:22])[c:18]([S:20][CH3:21])[cH:19]2>>[CH2:2]([C:3](=[O:4])[O:5][CH2:6][CH3:7])[O:22][c:17]1[cH:16][c:15]2[c:14]([cH:19][c:18]1[S:20][CH3:21])[N:13]([c:23]1[cH:24][cH:25][c:26]([Cl:29])[cH:27][cH:28]1)[CH2:12][C:11]([CH2:30][CH2:31][CH2:32][CH3:33])([CH2:34][CH2:35][CH2:36][CH3:37])[CH2:10][S:9]2(=[O:8])=[O:38].